This data is from the Open Reaction Database (ORD), a public repository of structured organic reaction records. The task is: describe an organic reaction: reactants, conditions, products, and yield Procedure: To a mixture of N-[(2,6-Difluoro-phenyl)-(toluene-4-sulfonyl)-methyl]-formamide (2.07 g, 6.36 mmol) and THF (15 mL) is added phosphorous oxychloride (POCl3) (1.19 mL, 12.7 mmol) over a period of 5 minutes, and the resulting mixture stirred at room temperature for 10 minutes. The reaction is then cooled to 4° C. using an ice/water bath and 2,6-lutidine (4.45 mL, 38.2 mmol) is added over 30 minutes, maintaining the temperature less than 12° C. The cooling bath is removed and the mixture stirred at... Product: C1(=CC=C(C=C1)S(=O)(=O)C(C1=C(C=CC=C1F)F)[N+]#[C-])C ([α-(p-Toluenesulfonyl)-2,6-difluorobenzyl]isonitrile), solid. The solvent is C1CCOC1 (THF). Run at time 10 minute. The reactants are FC1=C(C(=CC=C1)F)C(NC=O)S(=O)(=O)C1=CC=C(C=C1)C (N-[(2,6-Difluoro-phenyl)-(toluene-4-sulfonyl)-methyl]-formamide), N1=C(C=CC=C1C)C (2,6-lutidine), P(=O)(Cl)(Cl)Cl (phosphorous oxychloride). The yield is 68.0%. As a reaction SMILES: [F:1][C:2]1[CH:7]=[CH:6][CH:5]=[C:4]([F:8])[C:3]=1[CH:9]([S:13]([C:16]1[CH:21]=[CH:20][C:19]([CH3:22])=[CH:18][CH:17]=1)(=[O:15])=[O:14])[NH:10][CH:11]=O.P(Cl)(Cl)(Cl)=O.N1C(C)=CC=CC=1C>C1COCC1>[C:19]1([CH3:22])[CH:18]=[CH:17][C:16]([S:13]([CH:9]([N+:10]#[C-:11])[C:3]2[C:2]([F:1])=[CH:7][CH:6]=[CH:5][C:4]=2[F:8])(=[O:15])=[O:14])=[CH:21][CH:20]=1. The reactants are CSC(N[N+](=O)[O-])=N (S-methyl-N-nitroisothiourea), C(C)NCC (diethylamine). Solvent: C(C)#N (acetonitrile). Run at temperature 60 celsius, time 6 hour. Yields the product C(C)N(C(=N)N[N+](=O)[O-])CC (N,N-diethyl-N'-nitroguanidine). Yield: 53.1%. Reaction SMILES: CS[C:3](=[NH:8])[NH:4][N+:5]([O-:7])=[O:6].[CH2:9]([NH:11][CH2:12][CH3:13])[CH3:10]>C(#N)C>[CH2:9]([N:11]([CH2:12][CH3:13])[C:3]([NH:4][N+:5]([O-:7])=[O:6])=[NH:8])[CH3:10]. Procedure: To a mixture of 1.35g of S-methyl-N-nitroisothiourea and 5ml of acetonitrile was added 0.88g of diethylamine, followed by stirring for 6 hours in an oil bath of 60° C. The reaction mixture was concentrated and the residue was purified by a column chromatography [developing solvent: dichloromethanemethanol (20:1)] to afford 0.85g of N,N-diethyl-N'-nitroguanidine as a white solid. Starting materials: CO, Cl, CC1(C(F)(F)F)CCCN1, CC(CCC=O)([N+](=O)[O-])C(F)(F)F, [H][H]. Yields the product Cl, CC1(C(F)(F)F)CCCN1. Reaction SMILES: [CH3:27][OH:28].[ClH:16].[F:17][C:18]([F:19])([F:20])[C:21]1([CH3:22])[CH2:23][CH2:24][CH2:25][NH:26]1.[F:1][C:2]([C:3]([CH2:4][CH2:5][CH:6]=[O:11])([CH3:8])[N+:9]([O-:7])=[O:10])([F:12])[F:13].[H:14][H:15]>>[ClH:16].[F:1][C:2]([C:3]1([CH3:8])[CH2:4][CH2:5][CH2:6][NH:9]1)([F:12])[F:13].